From a dataset of the Open Reaction Database (ORD), a public repository of structured organic reaction records. describe an organic reaction: reactants, conditions, products, and yield Reactants: C(C)(C)(C)OC(=O)N1C(O[C@H]([C@H]1C(=O)O)C(C)C)(C)C ((4S,5S)-3-(tert-butoxycarbonyl)-5-isopropyl-2,2-dimethyl-1,3-oxazolidine-4-carboxylic acid), NC=1C=C(C=CC1N)C1=CC=C(C=C1)C#N (3′,4′-diaminobiphenyl-4-carbonitrile). The product is N[C@@H]([C@H](C)O)C1=NC2=C(N1)C=CC(=C2)C2=CC=C(C#N)C=C2 (4-{2-[(1R,2S)-1-Amino-2-hydroxypropyl]-1H-benzimidazol-5-yl}benzonitrile). RXN SMILES: C(OC([N:8]1[C@H:12]([C:13](O)=O)[C@H:11]([CH:16](C)C)[O:10]C1(C)C)=O)(C)(C)C.[NH2:21][C:22]1[CH:23]=[C:24]([C:29]2[CH:34]=[CH:33][C:32]([C:35]#[N:36])=[CH:31][CH:30]=2)[CH:25]=[CH:26][C:27]=1[NH2:28]>>[NH2:8][C@H:12]([C:13]1[NH:28][C:27]2[CH:26]=[CH:25][C:24]([C:29]3[CH:34]=[CH:33][C:32]([C:35]#[N:36])=[CH:31][CH:30]=3)=[CH:23][C:22]=2[N:21]=1)[C@@H:11]([OH:10])[CH3:16]. Reported procedure: The title compound was prepared according to Method 4 using (4S,5S)-3-(tert-butoxycarbonyl)-5-isopropyl-2,2-dimethyl-1,3-oxazolidine-4-carboxylic acid (Preparation 59B) and 3′,4′-diaminobiphenyl-4-carbonitrile (Preparation 82). The reaction mixture was concentrated in vacuo and purified by SCX-2 cartridge (16 mg, 72%). RXN SMILES: [CH3:19][S:20]([Cl:21])(=[O:22])=[O:23].[CH3:24][S:25]([O:26][CH2:27][CH2:28][CH:29]1[c:30]2[cH:31][cH:32][c:33]([C:34]([NH2:35])=[O:36])[cH:37][c:38]2[CH2:39][CH2:40][O:41]1)(=[O:42])=[O:43].[n:1]1(-[c:6]2[cH:7][cH:8][c:9]3[c:10]([cH:18]2)[CH2:11][CH2:12][O:13][CH:14]3[CH2:15][CH2:16][OH:17])[n:2][cH:3][cH:4][cH:5]1>>[n:1]1(-[c:6]2[cH:7][cH:8][c:9]3[c:10]([cH:18]2)[CH2:11][CH2:12][O:13][CH:14]3[CH2:15][CH2:16][O:17][S:20]([CH3:19])(=[O:22])=[O:23])[n:2][cH:3][cH:4][cH:5]1. Yields the product CS(=O)(=O)OCCC1OCCc2cc(-n3cccn3)ccc21. Reactants: CS(=O)(=O)Cl, CS(=O)(=O)OCCC1OCCc2cc(C(N)=O)ccc21, OCCC1OCCc2cc(-n3cccn3)ccc21. Reactants: N[C@H](CN1N=C(C=C1)C1=CC(=C(C#N)C=C1)Cl)C ((S)-4-(1-(2-aminopropyl)-1H-pyrazol-3-yl)-2-chlorobenzonitrile), S1C=2N(C=C1)C=C(N2)C(=O)O (imidazo[2,1-b]thiazole-6-carboxylic acid), C=1C=CC2=C(C1)N=NN2O (HOBt), CCN(C(C)C)C(C)C (DIPEA), CCN=C=NCCCN(C)C (EDCI). Solvent: CN(C)C=O (DMF). Product: ClC=1C=C(C=CC1C#N)C1=NN(C=C1)C[C@H](C)NC(=O)C=1N=C2SC=CN2C1 ((S)—N-(1-(3-(3-chloro-4-cyanophenyl)-1H-pyrazol-1-yl)propan-2-yl)imidazo[2,1-b]thiazole-6-carboxamide), product. As a reaction SMILES: [NH2:1][C@@H:2]([CH3:18])[CH2:3][N:4]1[CH:8]=[CH:7][C:6]([C:9]2[CH:16]=[CH:15][C:12]([C:13]#[N:14])=[C:11]([Cl:17])[CH:10]=2)=[N:5]1.[S:19]1[CH:23]=[CH:22][N:21]2[CH:24]=[C:25]([C:27](O)=[O:28])[N:26]=[C:20]12.C1C=CC2N(O)N=NC=2C=1.CCN(C(C)C)C(C)C.CCN=C=NCCCN(C)C>CN(C=O)C>[Cl:17][C:11]1[CH:10]=[C:9]([C:6]2[CH:7]=[CH:8][N:4]([CH2:3][C@@H:2]([NH:1][C:27]([C:25]3[N:26]=[C:20]4[N:21]([CH:24]=3)[CH:22]=[CH:23][S:19]4)=[O:28])[CH3:18])[N:5]=2)[CH:16]=[CH:15][C:12]=1[C:13]#[N:14]. Procedure: The title compound was prepared from (S)-4-(1-(2-aminopropyl)-1H-pyrazol-3-yl)-2-chlorobenzonitrile (0.31 g, 1.19 mmol), imidazo[2,1-b]thiazole-6-carboxylic acid (0.2 g, 1.19 mmol), HOBt (0.24 g, 1.78 mmol), DIPEA (0.62 mL, 3.57 mmol) and EDCI (0.34 g, 1.78 mmol) using DMF (10 mL) as solvent using the method of Example 34(d) affording 232 mg of the product. 1H NMR (400 MHz; MeOD): δ 1.24 (d, 3H), 4.38 (m, 2H), 4.55 (m, 1H), 6.76 (d, 1H), 7.21 (d, 1H), 7.75 (m, 3H), 7.90 (dd, 1H), 8.06 (m, 1H), 8... The reactants are Cl (hydrochloric acid), NC1=C(C=CC(=C1)C(F)(F)F)O (2-amino-4-trifluoromethylphenol), CSC1=C(C(=O)O)C=CC=C1 (2-methylsulfanylbenzoic acid), CCN=C=NCCCN(C)C (WSC). Solvent: N1=CC=CC=C1 (pyridine). Run at temperature 80 celsius. The product is OC1=C(C=C(C=C1)C(F)(F)F)NC(C1=C(C=CC=C1)SC)=O (N-(2-hydroxy-5-trifluoromethylphenyl)-2-methylsulfanyl-benzamide). Yield: 17.9%. RXN SMILES: [NH2:1][C:2]1[CH:7]=[C:6]([C:8]([F:11])([F:10])[F:9])[CH:5]=[CH:4][C:3]=1[OH:12].[CH3:13][S:14][C:15]1[CH:23]=[CH:22][CH:21]=[CH:20][C:16]=1[C:17](O)=[O:18].CCN=C=NCCCN(C)C.Cl>N1C=CC=CC=1>[OH:12][C:3]1[CH:4]=[CH:5][C:6]([C:8]([F:9])([F:10])[F:11])=[CH:7][C:2]=1[NH:1][C:17](=[O:18])[C:16]1[CH:20]=[CH:21][CH:22]=[CH:23][C:15]=1[S:14][CH3:13]. Procedure details: A mixture of 2-amino-4-trifluoromethylphenol (1.00 g), 2-methylsulfanylbenzoic acid (0.95 g), WSC (1.41 g), and pyridine (10 ml) was stirred with heating at 80° C. for 2.5 hours. Into the reaction mixture cooled to room temperature, 1 mol/l of hydrochloric acid was poured, and extracted with ethyl acetate. The organic layer was washed with saturated aqueous sodium hydrogen carbonate solution, water, and saturated brine, sequentially, dried over sodium sulfate, and concentrated under reduced pres... Reactants: [BH4-], CCO, CN(C)c1ccc(C=O)cc1, Cl, [Na+]. The product is CN(C)c1ccc(CO)cc1. As a reaction SMILES: [BH4-:12].[CH3:15][CH2:16][OH:17].[CH3:1][N:2]([c:3]1[cH:4][cH:5][c:6]([CH:7]=[O:8])[cH:9][cH:10]1)[CH3:11].[ClH:14].[Na+:13]>>[CH3:1][N:2]([c:3]1[cH:4][cH:5][c:6]([CH2:7][OH:8])[cH:9][cH:10]1)[CH3:11]. Starting materials: CC(C)([O-])C.[Na+] (sodium tert-butoxide), N1CCOCC1 (morpholine), BrC(CCCCC)Br (dibromohexane). Run in C1CCOC1 (THF), C1CCOC1 (THF). Conditions: temperature 50 celsius. Product: BrCCCCCCN1CCOCC1 (N-(6-bromohexyl)morpholine). Reaction SMILES: CC(C)([O-])C.[Na+].[NH:7]1[CH2:12][CH2:11][O:10][CH2:9][CH2:8]1.[Br:13][CH:14](Br)[CH2:15][CH2:16][CH2:17][CH2:18][CH3:19]>C1COCC1>[Br:13][CH2:14][CH2:15][CH2:16][CH2:17][CH2:18][CH2:19][N:7]1[CH2:12][CH2:11][O:10][CH2:9][CH2:8]1 |f:0.1|. Procedure details: Under nitrogen 250 ml anhydrous THF were added to 37 g (1.1 eq, 385 mmol) sodium tert-butoxide. Then 30.45 g (1 eq, 350 mmol) morpholine were added neat. The suspension was heated to 50° C. for 1 h. After cooling to RT, 1.21 anhydrous THF and 85.29 g (1 eq, 350 mmol) dibromohexane in ˜150 ml anhydrous THF were added. After 1 h at RT the mixture was heated to 85° C. over night. The overstanding solution was decanted and all volatiles removed in vacuo. The residue was dissolved in ether and water ... Reactants: ICCCC(F)(F)F (1-iodo-4,4,4-trifluorobutane), C(C)(=S)[O-].[K+] (potassium thioacetate), Cl (hydrochloric acid). Run in CN(C=O)C (N,N-dimethylformamide). Run at temperature 80 celsius, time 4 hour. The product is C(C)(=S)OCCCC(F)(F)F (4,4,4-trifluorobutyl thioacetate). The yield is 97.8%. As a reaction SMILES: I[CH2:2][CH2:3][CH2:4][C:5]([F:8])([F:7])[F:6].[C:9]([O-:12])(=[S:11])[CH3:10].[K+].Cl>CN(C)C=O>[C:9]([O:12][CH2:2][CH2:3][CH2:4][C:5]([F:8])([F:7])[F:6])(=[S:11])[CH3:10] |f:1.2|. Procedure: A mixture of 23.80 g of 1-iodo-4,4,4-trifluorobutane, 100 ml of N,N-dimethylformamide and 11.42 g of potassium thioacetate was heated and stirred at 80° C. for 4 hours under a nitrogen atmosphere. A reaction vessel was cooled in an ice bath. To the reaction mixture was added an aqueous 1N hydrochloric acid solution, and the mixture was extracted with 100 ml of t-butyl methyl ether twice. Organic layers were combined, washed with an aqueous saturated sodium chloride solution, dried over sodium su...